From a dataset of the Open Reaction Database (ORD), a public repository of structured organic reaction records. describe an organic reaction: reactants, conditions, products, and yield Starting materials: NC1=C(C(=NC2=CC=CC(=C12)OCC(C)(C)NC(C1=CC(=CC(=C1)OC)OCCOCC1=CC=CC=C1)=O)C)C(=O)O (4-amino-5-(2-(3-(2-(benzyloxy)ethoxy)-5-methoxybenzamido)-2-methylpropoxy)-2-methylquinoline-3-carboxylic acid). Reagents/catalysts: [Pd] (Pd/C). Solvent: CCO.CCOC(=O)C (EtOH EtOAc). Reaction conditions: time 8 hour. Product: NC1=C(C(=NC2=CC=CC(=C12)OCC(C)(C)NC(C1=CC(=CC(=C1)OC)OCCO)=O)C)C(=O)O (4-amino-5-(2-(3-(2-hydroxyethoxy)-5-methoxybenzamido)-2-methylpropoxy)-2-methylquinoline-3-carboxylic acid). Isolated yield 62.9%. RXN SMILES: [NH2:1][C:2]1[C:11]2[C:6](=[CH:7][CH:8]=[CH:9][C:10]=2[O:12][CH2:13][C:14]([NH:17][C:18](=[O:38])[C:19]2[CH:24]=[C:23]([O:25][CH3:26])[CH:22]=[C:21]([O:27][CH2:28][CH2:29][O:30]CC3C=CC=CC=3)[CH:20]=2)([CH3:16])[CH3:15])[N:5]=[C:4]([CH3:39])[C:3]=1[C:40]([OH:42])=[O:41]>CCO.CCOC(C)=O.[Pd]>[NH2:1][C:2]1[C:11]2[C:6](=[CH:7][CH:8]=[CH:9][C:10]=2[O:12][CH2:13][C:14]([NH:17][C:18](=[O:38])[C:19]2[CH:24]=[C:23]([O:25][CH3:26])[CH:22]=[C:21]([O:27][CH2:28][CH2:29][OH:30])[CH:20]=2)([CH3:15])[CH3:16])[N:5]=[C:4]([CH3:39])[C:3]=1[C:40]([OH:42])=[O:41] |f:1.2|. Procedure details: To a solution of 4-amino-5-(2-(3-(2-(benzyloxy)ethoxy)-5-methoxybenzamido)-2-methylpropoxy)-2-methylquinoline-3-carboxylic acid (Example 38a, 237 mg, 0.5 mmol) in EtOH/EtOAc (1:1, 20 mL) was added 10% Pd/C (wet, 50 mg). The suspension was then stirred under an atmosphere of hydrogen at room temperature overnight. The Pd/C was filtered off, and the filtrate was concentrated. The residue was purified by HPLC (eluent: 10-100% MeOH in H2O) to give the title compound as an off-white solid (152 mg, 63...